From a dataset of the Open Reaction Database (ORD), a public repository of structured organic reaction records. describe an organic reaction: reactants, conditions, products, and yield The reactants are C(#N)C=1C(=NC(=NC1S(=O)C)NC(C1=CC=CC=C1)=O)C=1OC=CC1 (N-(5-cyano-4-furan-2-yl-6-methanesulfinyl-pyrimidin-2-yl)-benzamide), N1=C(C=CC=C1)CCS (2-pyridylethylmercaptan), C1CCC2=NCCCN2CC1 (DBU). The solvent is COCCOC (DME). Product: C(#N)C=1C(=NC(=NC1SCCC1=NC=CC=C1)NC(C1=CC=CC=C1)=O)C=1OC=CC1 (N-[5-Cyano-4-furan-2-yl-6-(2-pyridin-2-yl-ethylsulfanyl)-pyrimidin-2-yl]-benzamide). Reaction SMILES: [C:1]([C:3]1[C:4]([C:21]2[O:22][CH:23]=[CH:24][CH:25]=2)=[N:5][C:6]([NH:12][C:13](=[O:20])[C:14]2[CH:19]=[CH:18][CH:17]=[CH:16][CH:15]=2)=[N:7][C:8]=1[S:9]([CH3:11])=O)#[N:2].[N:26]1[CH:31]=[CH:30][CH:29]=[CH:28][C:27]=1[CH2:32]CS.C1CCN2C(=NCCC2)CC1>COCCOC>[C:1]([C:3]1[C:4]([C:21]2[O:22][CH:23]=[CH:24][CH:25]=2)=[N:5][C:6]([NH:12][C:13](=[O:20])[C:14]2[CH:19]=[CH:18][CH:17]=[CH:16][CH:15]=2)=[N:7][C:8]=1[S:9][CH2:11][CH2:32][C:27]1[CH:28]=[CH:29][CH:30]=[CH:31][N:26]=1)#[N:2]. Procedure details: From N-(5-cyano-4-furan-2-yl-6-methanesulfinyl-pyrimidin-2-yl)-benzamide, 2-pyridylethylmercaptan and DBU in DME. ES-MS m/e (%): 428 (M+H+, 100). Reactants: Cl (HCl), [O-]S(=O)(=S)[O-].[Na+].[Na+] (Na2S2O3), C(C)[Zn]CC (diethylzinc), ICI (diiodomethane), C1(=CC=CC=C1)[C@@H]1C=C[C@@H](C1)NC(C)=O (N-((1R,4S)-4-phenylcyclopent-2-enyl)acetamide). Solvent: [Cl-].[Na+].O (brine), CC(C)(C)OC (MTBE), C(Cl)Cl (CH2Cl2). Conditions: time 5 minute. The product is C1(=CC=CC=C1)[C@H]1C[C@H]([C@H]2C[C@@H]12)NC(C)=O (N-((1S,2R,4S,5S)-4-phenylbicyclo[3.1.0]hexan-2-yl)acetamide). The yield is 76.7%. RXN SMILES: [C:1]1([C@H:7]2[CH2:11][C@@H:10]([NH:12][C:13](=[O:15])[CH3:14])[CH:9]=[CH:8]2)[CH:6]=[CH:5][CH:4]=[CH:3][CH:2]=1.[CH2:16]([Zn]CC)C.ICI.Cl.[O-]S([O-])(=S)=O.[Na+].[Na+]>[Cl-].[Na+].O.CC(OC)(C)C.C(Cl)Cl>[C:1]1([C@@H:7]2[C@H:8]3[C@H:9]([CH2:16]3)[C@H:10]([NH:12][C:13](=[O:15])[CH3:14])[CH2:11]2)[CH:6]=[CH:5][CH:4]=[CH:3][CH:2]=1 |f:4.5.6,7.8.9|. Procedure: A solution of Example 55A (100 mg, 0.497 mmol) and CH2Cl2 (5 mL) was cooled to −10° C. and diethylzinc (1M solution, 4.97 mL, 4.97 mmol) was added at <0° C. After 5 minutes, diiodomethane (0.441 mL, 5.47 mmol) was added at <0° C. The mixture was slowly warmed to ambient temperature and the reaction was complete after 3 hours. The mixture was cooled to <0° C., brine (5 mL) and 2N HCl (5 mL) were added, then diluted with MTBE (50 mL) and added saturated aqueous Na2S2O3 (10 mL). The organic layer w... Starting materials: oxide, O1C2C3C(CCC21C)C3(C)C (2,3-epoxycarane), C1(=CC=CC=C1)C (toluene), C1(=CC=CC=C1)C (toluene). The reagents and catalysts are [Zn+2].[Br-].[Br-] (ZnBr2). Run in CCOCC (ether). Yields the product CC1C(CCC(=C1)C(C)C)=O (2-methyl-4-isopropylcyclohex-3-en-1-one). Reaction SMILES: [C:1]1(C)C=CC=CC=1.[O:8]1[C:14]2(C)[CH:9]1[CH:10]1[C:16]([CH3:18])([CH3:17])[CH:11]1[CH2:12][CH2:13]2>CCOCC.[Zn+2].[Br-].[Br-]>[CH3:1][CH:9]1[CH:10]=[C:11]([CH:16]([CH3:17])[CH3:18])[CH2:12][CH2:13][C:14]1=[O:8] |f:3.4.5|. Reported procedure: Approximately 20 mg of ZnBr2 (Fisher Certified-not fused) was added to 3 mL of toluene which had been distilled and stored over molecular sieves. The mixture was brought to reflux with vigorous stirring (to disperse the solid zinc bromide) in an apparatus which had been well flushed with nitrogen and equipped with a drying tube. Three quarters of a mixture of 2,3-epoxycarane (150 mg, 0.98 mmol) and 3 mL of toluene was added immediately. After 10 min the remaining one quarter was added over a 10 ...